Dataset: the Open Reaction Database (ORD), a public repository of structured organic reaction records. Task: describe an organic reaction: reactants, conditions, products, and yield Starting materials: C(C1=CC=CC=C1)OC([C@@H](NCC(CC1=CC=CC=C1)C(=O)OCC)C(C)C)=O (N-(2-ethoxycarbonyl-3-phenylpropyl)-L-valine benzyl ester). Reagents/catalysts: [Pd] (Pd-C). RXN SMILES: C([O:8][C:9](=[O:29])[C@H:10]([CH:26]([CH3:28])[CH3:27])[NH:11][CH2:12][CH:13]([C:21]([O:23][CH2:24][CH3:25])=[O:22])[CH2:14][C:15]1[CH:20]=[CH:19][CH:18]=[CH:17][CH:16]=1)C1C=CC=CC=1>C(O)C.[Pd]>[CH2:24]([O:23][C:21]([CH:13]([CH2:14][C:15]1[CH:16]=[CH:17][CH:18]=[CH:19][CH:20]=1)[CH2:12][NH:11][C@H:10]([C:9]([OH:29])=[O:8])[CH:26]([CH3:28])[CH3:27])=[O:22])[CH3:25]. Solvent: C(C)O (ethanol). Run at time 3 hour. The product is C(C)OC(=O)C(CN[C@@H](C(C)C)C(=O)O)CC1=CC=CC=C1 (N-(2-ethoxycarbonyl-3-phenylpropyl)-L-valine). Procedure: 2.4 g of N-(2-ethoxycarbonyl-3-phenylpropyl)-L-valine benzyl ester is dissolved in 50 mL of ethanol, to which is added 500 mg of 10% Pd-C, and the mixture is hydrogenated at 50 psi for 3 h. The resulting mixture is filtered and the solvent removed with a rotoevaporator to afford N-(2-ethoxycarbonyl-3-phenylpropyl)-L-valine. Reactants: COC=1C=C2C=NN=C(C2=CC1OC)N1CCC(CC1)CC(C)OC(C)=O (6,7-Dimethoxy-1-[4-(2-acetoxypropyl)piperidino]phthalazine), CCOCC (ether). Run in [OH-].[Na+] (sodium hydroxide), C(C)O (ethanol). The product is COC=1C=C2C=NN=C(C2=CC1OC)N1CCC(CC1)CC(C)O (6,7-dimethoxy-1-[4-(2-hydroxypropyl)piperidino]phthalazine). The yield is 45.1%. RXN SMILES: [CH3:1][O:2][C:3]1[CH:4]=[C:5]2[C:10](=[CH:11][C:12]=1[O:13][CH3:14])[C:9]([N:15]1[CH2:20][CH2:19][CH:18]([CH2:21][CH:22]([O:24]C(=O)C)[CH3:23])[CH2:17][CH2:16]1)=[N:8][N:7]=[CH:6]2.CCOCC>[OH-].[Na+].C(O)C>[CH3:1][O:2][C:3]1[CH:4]=[C:5]2[C:10](=[CH:11][C:12]=1[O:13][CH3:14])[C:9]([N:15]1[CH2:20][CH2:19][CH:18]([CH2:21][CH:22]([OH:24])[CH3:23])[CH2:17][CH2:16]1)=[N:8][N:7]=[CH:6]2 |f:2.3|. Reported procedure: 6,7-Dimethoxy-1-[4-(2-acetoxypropyl)piperidino]phthalazine (1 g) was heated at 90° in a mixture of 5 N sodium hydroxide (5 ml) and ethanol (5 ml) for 30 hours. The mixture was then evaporated in vacuo and the residue suspended in water (25 ml) from which it was extracted with chloroform (2×25 ml). The combined chloroform extracts were washed with water (20 ml) and evaporated in vacuo to give a crude oily product, which solidified on trituration with ether (20 ml). Recrystallization from acetonit...